Dataset: the Open Reaction Database (ORD), a public repository of structured organic reaction records. Task: describe an organic reaction: reactants, conditions, products, and yield Starting materials: OC1C(CCC1)(C(=O)OCC)CCC (Ethyl 2-hydroxy-1-n-propyl-cyclopentane carboxylate), C(Cl)Cl (methylene chloride), CC=1C=C(C(=O)Cl)C=CC1 (3-methyl-benzoyl chloride). Solvent: N1=CC=CC=C1 (pyridine). Conditions: time 12 hour. Product: C(CC)C1(C(CCC1)OC(C1=CC(=CC=C1)C)=O)C(=O)OCC (Ethyl 1-n-propyl-2-m-methylbenzoyloxy-cyclopentane carboxylate). As a reaction SMILES: [OH:1][CH:2]1[CH2:6][CH2:5][CH2:4][C:3]1([CH2:12][CH2:13][CH3:14])[C:7]([O:9][CH2:10][CH3:11])=[O:8].C(Cl)Cl.[CH3:18][C:19]1[CH:20]=[C:21]([CH:25]=[CH:26][CH:27]=1)[C:22](Cl)=[O:23]>N1C=CC=CC=1>[CH2:12]([C:3]1([C:7]([O:9][CH2:10][CH3:11])=[O:8])[CH2:4][CH2:5][CH2:6][CH:2]1[O:1][C:22](=[O:23])[C:21]1[CH:25]=[CH:26][CH:27]=[C:19]([CH3:18])[CH:20]=1)[CH2:13][CH3:14]. Reported procedure: Ethyl 2-hydroxy-1-n-propyl-cyclopentane carboxylate (6.00 g) was diluted using 60 ml of methylene chloride. At room temperature and with magnetic stirring, pyridine (3.66 ml) was slowly added, then 3-methyl-benzoyl chloride (6.00 ml) was dropwise added, Upon the completion of the addition, the reaction was continued for 12 hours. Then solvent was removed, and the residue was extracted using ethyl acetate and water. Organic layer was washed, in turn, using 10% hydrochloric acid aqueous solution t...